This data is from the Open Reaction Database (ORD), a public repository of structured organic reaction records. The task is: describe an organic reaction: reactants, conditions, products, and yield Reactants: BrC1=CC2=C(C(=CC3=C(C=C2)C=CC=C3)O)C=C1 (2-bromo-5-hydroxy-dibenzo[a,e]cyclooctene), [Cr](=O)(=O)([O-])O[Cr](=O)(=O)[O-].[NH+]1=CC=CC=C1.[NH+]1=CC=CC=C1 (pyridinium dichromate), C(C)OCC (diethyl ether). Run in ClCCl (dichloromethane). Reaction conditions: time 14 hour. Product: BrC1=CC2=C(C(CC3=C(C=C2)C=CC=C3)=O)C=C1 (2-Bromo-5-oxo-dibenzo[a,e]cyclooctene). Yield: 91.3%. Reaction SMILES: [Br:1][C:2]1[CH:18]=[CH:17][C:5]2[C:6]([OH:16])=[CH:7][C:8]3[CH:15]=[CH:14][CH:13]=[CH:12][C:9]=3[CH:10]=[CH:11][C:4]=2[CH:3]=1.[Cr](O[Cr]([O-])(=O)=O)([O-])(=O)=O.[NH+]1C=CC=CC=1.[NH+]1C=CC=CC=1.C(OCC)C>ClCCl>[Br:1][C:2]1[CH:18]=[CH:17][C:5]2[C:6](=[O:16])[CH2:7][C:8]3[CH:15]=[CH:14][CH:13]=[CH:12][C:9]=3[CH:10]=[CH:11][C:4]=2[CH:3]=1 |f:1.2.3|. Procedure details: To a solution of 2-bromo-5-hydroxy-dibenzo[a,e]cyclooctene (2.3 g) in dry dichloromethane (100 ml) was added pyridinium dichromate (5.75 g) and crushed 4 A molecular sieves (3 g). After stirring at room temperature for 14 h, diethyl ether (200 ml) was added and the reaction mixture was filtered through a plug of celite. The solvent was removed in vacuo and the residue purified by chromotagraphy on flash silica with 5% ethyl acetate in hexane as eluent to give as a colourless solid. the title com... Reactants: NC=1SC(=CN1)C(=O)OC (methyl 2-amino-1,3-thiazole-5-carboxylate), ClC=1C=CC2=C(C(=C(S2)S(=O)(=O)Cl)C)C1 (5-chloro-3-methyl-benzothiophene-2-sulfonyl chloride). Yields the product ClC=1C=CC2=C(C(=C(S2)S(=O)(=O)NC=2SC(=CN2)C(=O)O)C)C1 (2-{[(5-Chloro-3-methyl-1-benzothiophen-2-yl)sulfonyl]amino}-1,3-thiazole-5-carboxylic acid). Isolated yield 35.0%. As a reaction SMILES: [NH2:1][C:2]1[S:3][C:4]([C:7]([O:9]C)=[O:8])=[CH:5][N:6]=1.[Cl:11][C:12]1[CH:13]=[CH:14][C:15]2[S:19][C:18]([S:20](Cl)(=[O:22])=[O:21])=[C:17]([CH3:24])[C:16]=2[CH:25]=1>>[Cl:11][C:12]1[CH:13]=[CH:14][C:15]2[S:19][C:18]([S:20]([NH:1][C:2]3[S:3][C:4]([C:7]([OH:9])=[O:8])=[CH:5][N:6]=3)(=[O:22])=[O:21])=[C:17]([CH3:24])[C:16]=2[CH:25]=1. Reported procedure: The product was prepared from methyl 2-amino-1,3-thiazole-5-carboxylate (7.9 mg, 0.050 mmol) and 5-chloro-3-methyl-benzothiophene-2-sulfonyl chloride (14 mg, 0.050 mmol) according to the General Procedure 10, described in Example 128. The title compound was obtained in 35% yield (6.8 mg). 1H NMR (500 MHz, MeOH-d4) δ ppm 2.65 (s, 3 H) 7.47 (dd, J=8.67, 2.08 Hz, 1 H) 7.80 (s, 1 H) 7.88 (dd, J=8.67, 0.57 Hz, 1 H) 7.90 (dd, J=2.08, 0.57 Hz, 1 H). MS (ESI+) m/z 389 [M+H]+. The reactants are [Br-], COC(=O)c1ccc(CBr)cc1, CCCCCCCCCCCCCCCC[N+](C)(C)C, N#C[Na], O, c1ccccc1. The product is COC(=O)c1ccc(CC#N)cc1. RXN SMILES: [Br-:16].[Br:1][CH2:2][c:3]1[cH:4][cH:5][c:6]([C:7](=[O:8])[O:9][CH3:10])[cH:11][cH:12]1.[CH3:17][CH2:18][CH2:19][CH2:20][CH2:21][CH2:22][CH2:23][CH2:24][CH2:25][CH2:26][CH2:27][CH2:28][CH2:29][CH2:30][CH2:31][CH2:32][N+:33]([CH3:34])([CH3:35])[CH3:36].[Na:13][C:14]#[N:15].[OH2:37].[cH:38]1[cH:39][cH:40][cH:41][cH:42][cH:43]1>>[CH2:2]([c:3]1[cH:4][cH:5][c:6]([C:7](=[O:8])[O:9][CH3:10])[cH:11][cH:12]1)[C:14]#[N:15]. Starting materials: ClC1=C(C=CC(=C1)Cl)C1(OC1)CN1N=CN=C1 (2-(2,4-Dichlorophenyl)-2-(1H-1,2,4-triazol-1-ylmethyl)oxirane), [C-]#N.[Na+] (sodium cyanide), O (water). Run in CN(C=O)C (dimethylformamide). Product: C(#N)CC(CN1N=CN=C1)(O)C1=C(C=C(C=C1)Cl)Cl (1-cyano-2-(2,4-dichlorophenyl)-3-(1H-1,2,4-triazol-1-yl)propan-2-ol). Isolated yield 63.4%. Reaction SMILES: [Cl:1][C:2]1[CH:7]=[C:6]([Cl:8])[CH:5]=[CH:4][C:3]=1[C:9]1([CH2:12][N:13]2[CH:17]=[N:16][CH:15]=[N:14]2)[CH2:11][O:10]1.[C-:18]#[N:19].[Na+].O>CN(C)C=O>[C:18]([CH2:11][C:9]([C:3]1[CH:4]=[CH:5][C:6]([Cl:8])=[CH:7][C:2]=1[Cl:1])([OH:10])[CH2:12][N:13]1[CH:17]=[N:16][CH:15]=[N:14]1)#[N:19] |f:1.2|. Reported procedure: 2-(2,4-Dichlorophenyl)-2-(1H-1,2,4-triazol-1-ylmethyl)oxirane (1.09 g) and sodium cyanide (0.6 g) in dimethylformamide (30 ml) were heated at 65°-70° C. for 1 hour. The reaction mixture was then cooled, poured into water (150 ml), and extracted with ethyl acetate (3×25 ml). The combined organic extracts were washed with saturated aqueous brine, dried (Na2SO4) and evaporated to dryness to give a pale yellow solid (0.76 g) which was triturated with ether. The residual solid was recrystallised from... Starting materials: C1CO1 (ethylene oxide), CON=C1C(OC2=C1C=CC=C2)=NO (benzofuran-2,3-dione 3-(O-methyl oxime) 2-oxime), [OH-].[K+] (potassium hydroxide). Run in O (water). Run at temperature 5 celsius, time 165 minute. Yields the product CON=C1C(OC2=C1C=CC=C2)=NOCCO (benzofuran-2,3-dione 2-[O-(2hydroxy-ethyl) oxime]-3-(O-methyl oxime)). The yield is 60.5%. Reaction SMILES: [CH2:1]1[O:3][CH2:2]1.[CH3:4][O:5][N:6]=[C:7]1[C:11]2[CH:12]=[CH:13][CH:14]=[CH:15][C:10]=2[O:9][C:8]1=[N:16][OH:17].[OH-].[K+]>O>[CH3:4][O:5][N:6]=[C:7]1[C:11]2[CH:12]=[CH:13][CH:14]=[CH:15][C:10]=2[O:9][C:8]1=[N:16][O:17][CH2:1][CH2:2][OH:3] |f:2.3|. Procedure details: 264.3 g (6.0 mol) of ethylene oxide are passed into a solution of 192.2 g (1.0 mol) of benzofuran-2,3-dione 3-(O-methyl oxime) 2-oxime in 2 l of water at 20° C. in the course of 85 minutes. The solution is cooled to 5° C. and 70 g (1.06 mol) of potassium hydroxide lozenges are added, the temperature rising to 10° C. The mixture is stirred for a further 165 minutes without further cooling and the precipitate formed is filtered off with suction, washed with 500 ml of ice-water in portions and drie... Starting materials: C(C)(C)C1=C(C=CC=C1)OCC=C ((−)-i-Propyl allyloxybenzene), C1CCOC1 (THF), [O-]C1=CC=CC=C1.[Li+] (lithium phenoxide), 2-hexenyl methylcarbonate. Reaction conditions: time 14 hour. Yields the product COC1=CC=C(C=C1)C(C=C)OC1=CC=CC=C1 ((+)-1-(4-Methoxyphenyl)-1-phenoxy-2-propene). As a reaction SMILES: C([C:4]1[CH:9]=[CH:8][CH:7]=[CH:6][C:5]=1[O:10][CH2:11][CH:12]=[CH2:13])(C)C.[O-:14][C:15]1[CH:20]=[CH:19][CH:18]=[CH:17][CH:16]=1.[Li+].[CH2:22]1COCC1>>[CH3:22][O:14][C:15]1[CH:20]=[CH:19][C:18]([CH:11]([O:10][C:5]2[CH:4]=[CH:9][CH:8]=[CH:7][CH:6]=2)[CH:12]=[CH2:13])=[CH:17][CH:16]=1 |f:1.2|. Reported procedure: (−)-i-Propyl allyloxybenzene (Evans, P. A.; Leahy, D. K. J. Am. Chem. Soc. 2000, 122, 5012): The general procedure was followed with lithium phenoxide (200 mg, 2.0 mmol) and 2-hexenyl methylcarbonate (160 mg, 1.0 mmol) in THF (2 mL). The reaction was conducted at 50° C. for 14 h. 1H NMR analysis of the mixture indicated the ratio of regioisomers to be 92/8. The residue was purified by flash chromatography on silica gel (0-1% Et2O/Hexanes) to afford 162 mg of the title compound as an oil. [93%, R... RXN SMILES: [CH2:18]([Cl:19])[Cl:20].[CH2:1]([CH2:2][CH2:3][CH2:4][CH2:5][CH2:6][CH3:7])[O:8][c:9]1[cH:10][cH:11][c:12]([C:13](=[O:14])[OH:15])[cH:16][cH:17]1.[CH3:27][N:28]([CH3:29])[CH:30]=[O:31].[Cl:21][C:22]([C:23]([Cl:24])=[O:25])=[O:26]>>[CH2:1]([CH2:2][CH2:3][CH2:4][CH2:5][CH2:6][CH3:7])[O:8][c:9]1[cH:10][cH:11][c:12]([C:13](=[O:14])[Cl:19])[cH:16][cH:17]1. Product: CCCCCCCOc1ccc(C(=O)Cl)cc1. The reactants are ClCCl, CCCCCCCOc1ccc(C(=O)O)cc1, CN(C)C=O, O=C(Cl)C(=O)Cl. Reactants: C(=O)(O)[O-].[Na+] (NaHCO3), FC1=C(N)C=CC=C1 (2-Fluoroaniline), [S-]C#N.[Na+] (sodium thiocyanate), BrBr (bromine). Run in O (water), CO (MeOH), [Na+].[Br-].CO (NaBr MeOH). The product is FC1=C(N)C=CC(=C1)SC#N (2-fluoro-4-thiocyanatoaniline). Isolated yield 86.2%. Reaction SMILES: [F:1][C:2]1[CH:8]=[CH:7][CH:6]=[CH:5][C:3]=1[NH2:4].[S-:9][C:10]#[N:11].[Na+].BrBr.C([O-])(O)=O.[Na+]>CO.[Na+].[Br-].CO.O>[F:1][C:2]1[CH:8]=[C:7]([S:9][C:10]#[N:11])[CH:6]=[CH:5][C:3]=1[NH2:4] |f:1.2,4.5,7.8.9|. Reported procedure: 2-Fluoroaniline (9.8 mL, 0.1 mol) and sodium thiocyanate (24.9 g, 0.3 mol) in MeOH (55 mL) were treated with a cold solution of bromine (5.7 mL, 0.11 mol) in saturated NaBr-MeOH solution (50 mL) added dropwise at −5-0° C. over 2 hours. After the addition, the reaction mixture was poured into cold water (200 mL) with stirring, adjusted to pH 8-9 with NaHCO3 (10 g), and stirred at 5° C. for 30 minutes. The resulting crystals were collected by filtration, washed with cold water, and dried at room t... Starting materials: COC=1C=C(C=CC1OC)C1C(NCCN1)=O (3-(3,4-dimethoxyphenyl)-piperazin-2-one), C(=O)OC (methyl formate). The product is COC=1C=C(C=CC1OC)C1C(NCCN1C=O)=O (3-(3,4-dimethoxyphenyl)-4-formylpiperazin-2-one). RXN SMILES: [CH3:1][O:2][C:3]1[CH:4]=[C:5]([CH:11]2[NH:16][CH2:15][CH2:14][NH:13][C:12]2=[O:17])[CH:6]=[CH:7][C:8]=1[O:9][CH3:10].[CH:18](OC)=[O:19]>>[CH3:1][O:2][C:3]1[CH:4]=[C:5]([CH:11]2[N:16]([CH:18]=[O:19])[CH2:15][CH2:14][NH:13][C:12]2=[O:17])[CH:6]=[CH:7][C:8]=1[O:9][CH3:10]. Procedure details: 23.6 g (0.1 mol) of 3-(3,4-dimethoxyphenyl)-piperazin-2-one, prepared in accordance with Example 1, are heated at 110° C. with 150 ml of methyl formate for 3 hours in an autoclave. The residue remaining after the mixture has been concentrated in vacuo is triturated with ether, filtered off with suction and dried. Starting materials: CCOC(=O)N1CCNCC1, C1COCCO1, O=C1C=CC(=O)c2nccnc21. Yields the product CCOC(=O)N1CCN(C2=CC(=O)c3nccnc3C2=O)CC1. RXN SMILES: [CH2:13]([CH3:14])[O:15][C:16](=[O:17])[N:18]1[CH2:19][CH2:20][NH:21][CH2:22][CH2:23]1.[O:24]1[CH2:25][CH2:26][O:27][CH2:28][CH2:29]1.[n:1]1[cH:2][cH:3][n:4][c:5]2[c:10]1[C:9](=[O:11])[CH:8]=[CH:7][C:6]2=[O:12]>>[n:1]1[cH:2][cH:3][n:4][c:5]2[c:10]1[C:9](=[O:11])[C:8]([N:21]1[CH2:20][CH2:19][N:18]([C:16]([O:15][CH2:13][CH3:14])=[O:17])[CH2:23][CH2:22]1)=[CH:7][C:6]2=[O:12].